From a dataset of the Open Reaction Database (ORD), a public repository of structured organic reaction records. describe an organic reaction: reactants, conditions, products, and yield The reactants are C(C(=O)Cl)(=O)Cl (Oxalyl chloride), C(=O)(O)CSC(C(=O)OC)CC1=CC2=C(C=C1)OCO2 (methyl 2-carboxymethylthio-3-(3,4-methylenedioxyphenyl)propionate). Reagents/catalysts: CN(C)C=O (DMF). The solvent is O1CCCC1 (tetrahydrofuran). Reaction conditions: time 1.5 hour. Yields the product C1OC2=CC3=C(CC(SCC3=O)C(=O)OC)C=C2O1 (methyl 7,8-methylenedioxy-5-oxo-1,2,4,5-tetrahydro-3-benzothiepine-2-carboxylate). The yield is 62.4%. RXN SMILES: C(Cl)(=O)C(Cl)=O.[C:7]([CH2:10][S:11][CH:12]([CH2:17][C:18]1[CH:23]=[CH:22][C:21]2[O:24][CH2:25][O:26][C:20]=2[CH:19]=1)[C:13]([O:15][CH3:16])=[O:14])(O)=[O:8]>CN(C=O)C.O1CCCC1>[CH2:25]1[O:26][C:20]2[C:21](=[CH:22][C:23]3[C:7](=[O:8])[CH2:10][S:11][CH:12]([C:13]([O:15][CH3:16])=[O:14])[CH2:17][C:18]=3[CH:19]=2)[O:24]1. Procedure details: Oxalyl chloride (14.8 g) and DMF (3 drops) were successively added dropwise to a solution of methyl 2-carboxymethylthio-3-(3,4-methylenedioxyphenyl)propionate (29.0 g) in tetrahydrofuran (THF) (200 ml), followed by stirring for 1.5 hours at room temperature and concentrated under reduced pressure. The residual oil was dissolved in dichloromethane (250 ml). To the solution was added dropwise tin(IV) chloride (SnCl4)(55.6 g) under ice-cooling. The mixture was stirred for an hour under ice-cooing, ... Starting materials: NC=1C2=CC=CC=C2N=C2CCCC(C12)O (9-amino-1,2,3,4-tetrahydroacridin-1-ol), C(C1=CC=CC=C1)N (benzylamine), C1(=CC=C(C=C1)S(=O)(=O)O)C (p-toluensulfonic acid). Run in xylenes, O (water). Product: C(C1=CC=CC=C1)NC1CCCC2=NC3=CC=CC=C3C(=C12)N (N1 -Benzyl-1,2,3,4-tetrahydro-1,9-acridinediamine). As a reaction SMILES: [NH2:1][C:2]1[C:3]2[C:8]([N:9]=[C:10]3[C:15]=1[CH:14](O)[CH2:13][CH2:12][CH2:11]3)=[CH:7][CH:6]=[CH:5][CH:4]=2.[CH2:17]([NH2:24])[C:18]1[CH:23]=[CH:22][CH:21]=[CH:20][CH:19]=1.C1(C)C=CC(S(O)(=O)=O)=CC=1>O>[CH2:17]([NH:24][CH:14]1[C:15]2[C:10](=[N:9][C:8]3[C:3]([C:2]=2[NH2:1])=[CH:4][CH:5]=[CH:6][CH:7]=3)[CH2:11][CH2:12][CH2:13]1)[C:18]1[CH:23]=[CH:22][CH:21]=[CH:20][CH:19]=1. Reported procedure: A mixture of 9-amino-1,2,3,4-tetrahydroacridin-1-ol (7.19 g), benzylamine (14.7 ml) and p-toluensulfonic acid (7.6 g) in 250 ml of xylenes were refluxed with removal of water for eighteen hours.